This data is from the Open Reaction Database (ORD), a public repository of structured organic reaction records. The task is: describe an organic reaction: reactants, conditions, products, and yield The reactants are OCCCCCC(O)CBr, ClCCl, Cc1ccc(S(=O)(=O)[O-])cc1, C1=COCCC1, c1cc[nH+]cc1. Yields the product OCCCCCC1CO1. As a reaction SMILES: [Br:1][CH2:2][CH:3]([CH2:4][CH2:5][CH2:6][CH2:7][CH2:8][OH:9])[OH:10].[CH2:34]([Cl:35])[Cl:36].[O-:17][S:18]([c:19]1[cH:20][cH:21][c:22]([CH3:23])[cH:24][cH:25]1)(=[O:26])=[O:27].[O:11]1[CH:12]=[CH:13][CH2:14][CH2:15][CH2:16]1.[nH+:28]1[cH:29][cH:30][cH:31][cH:32][cH:33]1>>[CH2:2]1[CH:3]([CH2:4][CH2:5][CH2:6][CH2:7][CH2:8][OH:9])[O:10]1. Reactants: chromic anhydride, OCCCCCCCCCCCCCCCCCCC1=C(C(C(=C(C1=O)OC)OC)=O)C (6-(18-hydroxyoctadecyl)-2,3-dimethoxy-5-methyl-1,4-benzoquinone), CC(=O)C (acetone), solution, CC(=O)C (acetone). RXN SMILES: [OH:1][CH2:2][CH2:3][CH2:4][CH2:5][CH2:6][CH2:7][CH2:8][CH2:9][CH2:10][CH2:11][CH2:12][CH2:13][CH2:14][CH2:15][CH2:16][CH2:17][CH2:18][CH2:19][C:20]1[C:25](=[O:26])[C:24]([O:27][CH3:28])=[C:23]([O:29][CH3:30])[C:22](=[O:31])[C:21]=1[CH3:32].CC(C)=[O:35]>S(=O)(=O)(O)O.O>[C:2]([CH2:3][CH2:4][CH2:5][CH2:6][CH2:7][CH2:8][CH2:9][CH2:10][CH2:11][CH2:12][CH2:13][CH2:14][CH2:15][CH2:16][CH2:17][CH2:18][CH2:19][C:20]1[C:25](=[O:26])[C:24]([O:27][CH3:28])=[C:23]([O:29][CH3:30])[C:22](=[O:31])[C:21]=1[CH3:32])([OH:35])=[O:1]. Procedure details: In 10 ml of acetone is dissolved 172 mg of 6-(18-hydroxyoctadecyl)-2,3-dimethoxy-5-methyl-1,4-benzoquinone (V:n=17). Separately, 2.672 g of chromic anhydride is dissolved in 2.3 ml of concentrated sulfuric acid and diluted with water to 10 ml. This diluted solution (0.5 ml) is added to the above acetone solution and the mixture is stirred under ice-cooling for 10 minutes. The reaction mixture is diluted with water and extracted with chloroform. The extract is washed with water and dried, and the... Run in S(O)(O)(=O)=O (sulfuric acid), O (water), O (water). The product is C(=O)(O)CCCCCCCCCCCCCCCCCC1=C(C(C(=C(C1=O)OC)OC)=O)C (6-(17-carboxyheptadecyl)-2,3-dimethoxy-5-methyl-1,4-benzoquinone). Reactants: ClCCCl, CNCc1cc2ccccc2n1C, COc1ccc(CCc2ncccc2C(=O)O)cc1, CCN(C(C)C)C(C)C, CN(C)C=O, O, O, On1nnc2ccccc21. Product: COc1ccc(CCc2ncccc2C(=O)N(C)Cc2cc3ccccc3n2C)cc1. RXN SMILES: [CH2:1]([Cl:2])[CH2:3][Cl:4].[CH3:24][n:25]1[c:26]([CH2:34][NH:35][CH3:36])[cH:27][c:28]2[cH:29][cH:30][cH:31][cH:32][c:33]12.[CH3:5][O:6][c:7]1[cH:8][cH:9][c:10]([CH2:13][CH2:14][c:15]2[c:16]([C:17](=[O:18])[OH:19])[cH:20][cH:21][cH:22][n:23]2)[cH:11][cH:12]1.[CH:48]([N:49]([CH:50]([CH3:51])[CH3:52])[CH2:53][CH3:54])([CH3:55])[CH3:56].[O:57]=[CH:58][N:59]([CH3:60])[CH3:61].[OH2:47].[OH2:62].[OH:37][n:38]1[c:39]2[c:40]([cH:41][cH:42][cH:43][cH:44]2)[n:45][n:46]1>>[CH3:5][O:6][c:7]1[cH:8][cH:9][c:10]([CH2:13][CH2:14][c:15]2[c:16]([C:17](=[O:19])[N:35]([CH2:34][c:26]3[n:25]([CH3:24])[c:33]4[c:28]([cH:27]3)[cH:29][cH:30][cH:31][cH:32]4)[CH3:36])[cH:20][cH:21][cH:22][n:23]2)[cH:11][cH:12]1. The reactants are [C-]#N, OCc1ccc(OC(F)F)c(OC2CCOC2)c1, [K+], CN(C)C=O, O. The product is N#CCc1ccc(OC(F)F)c(OC2CCOC2)c1. As a reaction SMILES: [C-:1]#[N:2].[F:4][CH:5]([O:6][c:7]1[c:8]([O:15][CH:16]2[CH2:17][O:18][CH2:19][CH2:20]2)[cH:9][c:10]([CH2:13][OH:14])[cH:11][cH:12]1)[F:21].[K+:3].[O:23]=[CH:24][N:25]([CH3:26])[CH3:27].[OH2:22]>>[C:1](#[N:2])[CH2:13][c:10]1[cH:9][c:8]([O:15][CH:16]2[CH2:17][O:18][CH2:19][CH2:20]2)[c:7]([O:6][CH:5]([F:4])[F:21])[cH:12][cH:11]1.